The task is: describe an organic reaction: reactants, conditions, products, and yield. This data is from the Open Reaction Database (ORD), a public repository of structured organic reaction records. Reactants: saturated solution, N (ammonia), CC1=CC=C(C=C1)S(=O)(=O)ON=C(C#N)C#N ((O-p-tosylisonitroso)-malononitrile), N1=CC=CC=C1 (pyridine), N1(CCCC1)C1=CCCCC1 (1-(pyrrolidino)-1-cyclohexene). RXN SMILES: CC1C=CC(S(ON=[C:13]([C:16]#[N:17])[C:14]#[N:15])(=O)=O)=CC=1.[N:18]1[CH:23]=[CH:22][CH:21]=[CH:20][CH:19]=1.N1(C2CCCCC=2)CCC[CH2:25]1.[NH3:35]>CO.O.C(O)C.O1CCCC1>[NH2:35][C:16]1[C:13]([C:14]#[N:15])=[N:18][C:23]2[CH2:22][CH2:21][CH2:20][CH2:19][C:25]=2[N:17]=1. Product: NC1=NC=2CCCCC2N=C1C#N (2-Amino-5,6,7,8-tetrahydro-3-quinoxalinecarbonitrile). Yield: 20.0%. Run at temperature 0 celsius, time 2 hour. Run in CO (methanol), O1CCCC1 (tetrahydrofuran), O1CCCC1 (tetrahydrofuran), O (water), C(C)O (ethanol). Reported procedure: To a mixture of 33 g (0.1324 mol) of (O-p-tosylisonitroso)-malononitrile, 300 ml of tetrahydrofuran, and 11 ml (0.136 mol) of pyridine at -35° C. is added portionwise a mixture of 20 g (0.1322 mol) of 1-(pyrrolidino)-1-cyclohexene and 300 ml of tetrahydrofuran. After 2 hrs., the reaction mixture is allowed to warm to 0° C. for 30 min. To the reaction mixture at 0° C. is added 300 ml of a saturated solution of ammonia in methanol. The reaction mixture is stirred at ambient temperature overnight, ... The reactants are Br, O=C(Oc1cccc2c1Cc1sc(Cc3c[nH]cn3)nc1-2)c1ccccc1, CO, Cl, [Na+], [OH-]. Yields the product Oc1cccc2c1Cc1sc(Cc3c[nH]cn3)nc1-2. As a reaction SMILES: [BrH:3].[C:5](=[O:6])([c:7]1[cH:8][cH:9][cH:10][cH:11][cH:12]1)[O:13][c:14]1[c:15]2[c:28]([cH:29][cH:30][cH:31]1)-[c:18]1[c:17]([s:21][c:20]([CH2:22][c:23]3[n:24][cH:25][nH:26][cH:27]3)[n:19]1)[CH2:16]2.[CH3:32][OH:33].[ClH:4].[Na+:2].[OH-:1]>>[OH:13][c:14]1[c:15]2[c:28]([cH:29][cH:30][cH:31]1)-[c:18]1[c:17]([s:21][c:20]([CH2:22][c:23]3[n:24][cH:25][nH:26][cH:27]3)[n:19]1)[CH2:16]2. Reactants: CCOC(=O)C(Nc1ccc(C(=N)NO)cc1)c1cc(OCC)c(OCCO)cc1F, C1CCOC1, Cl, [Na+], [OH-]. Product: [Cl-], [Na+], CCOc1cc(C(Nc2ccc(C(=N)NO)cc2)C(=O)O)c(F)cc1OCCO. RXN SMILES: [CH2:1]([CH3:2])[O:3][C:4]([CH:5]([NH:6][c:7]1[cH:8][cH:9][c:10]([C:13]([NH:14][OH:15])=[NH:16])[cH:11][cH:12]1)[c:17]1[c:18]([F:30])[cH:19][c:20]([O:26][CH2:27][CH2:28][OH:29])[c:21]([O:23][CH2:24][CH3:25])[cH:22]1)=[O:31].[CH2:35]1[O:36][CH2:37][CH2:38][CH2:39]1.[ClH:34].[Na+:33].[OH-:32]>>[Cl-:34].[Na+:33].[O:3]=[C:4]([CH:5]([NH:6][c:7]1[cH:8][cH:9][c:10]([C:13]([NH:14][OH:15])=[NH:16])[cH:11][cH:12]1)[c:17]1[c:18]([F:30])[cH:19][c:20]([O:26][CH2:27][CH2:28][OH:29])[c:21]([O:23][CH2:24][CH3:25])[cH:22]1)[OH:31]. The reactants are hydrochloride salt, BrC1=CC=CC=2CC(OC21)CNC ((±)-[(7-bromo-2,3-dihydro-1-benzofuran-2-yl)methyl]methylamine), FC1=CC=C(C=C1)B(O)O (4-fluorophenylboronic acid). The product is CNCC1OC2=C(C1)C=CC=C2C2=CC=C(C=C2)F (N-methyl-1-[7-(4-fluorophenyl)-2,3-dihydro-1-benzofuran-2-yl]methanamine). As a reaction SMILES: Br[C:2]1[C:10]2[O:9][CH:8]([CH2:11][NH:12][CH3:13])[CH2:7][C:6]=2[CH:5]=[CH:4][CH:3]=1.[F:14][C:15]1[CH:20]=[CH:19][C:18](B(O)O)=[CH:17][CH:16]=1>>[CH3:13][NH:12][CH2:11][CH:8]1[CH2:7][C:6]2[CH:5]=[CH:4][CH:3]=[C:2]([C:18]3[CH:19]=[CH:20][C:15]([F:14])=[CH:16][CH:17]=3)[C:10]=2[O:9]1. Procedure details: The title compound was prepared (0.049 g, 21%) following the general procedure of Example 154 as a white solid, hydrochloride salt from (±)-[(7-bromo-2,3-dihydro-1-benzofuran-2-yl)methyl]methylamine (0.200 g, 0.826 mmol) and 4-fluorophenylboronic acid (0.173 g, 1.24 mmol). mp 209-211° C. As a reaction SMILES: [CH3:1][C:2]([N+:9]#[C-:10])([CH3:8])[CH2:3][C:4]([CH3:7])([CH3:6])[CH3:5].[I:11][C:12]1[CH:13]=[CH:14][C:15]([N:18]=[CH2:19])=[N:16][CH:17]=1>CO>[I:11][C:12]1[CH:13]=[CH:14][C:15]2[N:16]([C:10]([NH:9][C:2]([CH3:8])([CH3:1])[CH2:3][C:4]([CH3:7])([CH3:6])[CH3:5])=[CH:19][N:18]=2)[CH:17]=1. Yield: 39.6%. Product: IC=1C=CC=2N(C1)C(=CN2)NC(CC(C)(C)C)(C)C ((6-Iodo-imidazo[1,2-a]pyridin-3-yl)-(1,1,3,3-tetramethyl-butyl)-amine). Solvent: CO (methanol). Reactants: CC(CC(C)(C)C)(C)[N+]#[C-] (1,1,3,3-tetramethylbutyl isocyanide), IC=1C=CC(=NC1)N=C ((5-iodo-pyridin-2-yl)-methylene-amine). Procedure: Add 1,1,3,3-tetramethylbutyl isocyanide (Aldrich; 0.57 g, 4.06 mmol) to a solution of (5-iodo-pyridin-2-yl)-methylene-amine (Preparation 15a; 0.8 g, 3.4 mmol) in methanol (20 mL). Reflux for 36 h and concentrate. Purify by flash chromatography eluting with a gradient of 100% hexanes to 50% EtOAc/50% hexanes (45 mL/min, 44 min) giving 0.5 g (40%) of the title compound as a dark brown semi-solid. ES+ m/e 371.8 (M+1).